This data is from the Open Reaction Database (ORD), a public repository of structured organic reaction records. The task is: describe an organic reaction: reactants, conditions, products, and yield Starting materials: O=C1C=2CCCCC2NC=2C=C(C=CC12)C(=O)O (9-oxo-5,6,7,8,9,10-hexahydro-acridine-3-carboxylic acid), C1(=CC=CC=C1)C (toluene), P(=O)(Br)(Br)Br (phosphorous oxybromide). Reaction conditions: temperature 25 celsius. Yields the product BrC=1C=2CCCCC2N=C2C=C(C=CC12)C(=O)OCC (Ethyl 9-bromo-5,6,7,8-tetrahydroacridine-3-carboxylate). RXN SMILES: O=[C:2]1[C:15]2[CH:14]=[CH:13][C:12]([C:16]([OH:18])=[O:17])=[CH:11][C:10]=2[NH:9][C:8]2[CH2:7][CH2:6][CH2:5][CH2:4][C:3]1=2.P(Br)(Br)([Br:21])=O.[C:24]1([CH3:30])C=CC=CC=1>>[Br:21][C:2]1[C:3]2[CH2:4][CH2:5][CH2:6][CH2:7][C:8]=2[N:9]=[C:10]2[C:15]=1[CH:14]=[CH:13][C:12]([C:16]([O:18][CH2:24][CH3:30])=[O:17])=[CH:11]2. Reported procedure: A suspension of 9-oxo-5,6,7,8,9,10-hexahydro-acridine-3-carboxylic acid (1 g, 0.42 mmols) in toluene (10 mL) was heated with phosphorous oxybromide (3.54 g, 1.2 mmols) to 100° C. for 4 h. Reaction completion was monitored by TLC. Alter completion, the reaction mixture was cooled to 25° C., quenched with methanol (10 mL), concentrated the reaction mixture under vacuum and purified the crude product with silica gel column (60:120). Product eluted with 2% methanol in chloroform. Fractions were coll... The reactants are C(C)(=O)N[C@]1(CN(C[C@@H]1CCCB1OC(C(O1)(C)C)(C)C)CC1N(CC2=CC(=CC=C2C1)Cl)C(=O)OC(C)(C)C)C(NC(C)(C)C)=O (tert-butyl 3-({(3R,4S)-3-acetamido-3-(tert-butylcarbamoyl)-4-[3-(4,4,5,5-tetramethyl-1,3,2-dioxaborolan-2-yl)propyl]pyrrolidin-1-yl}methyl)-7-chloro-3,4-dihydroisoquinoline-2(1 H)-carboxylate), Cl (HCl), O (water). Procedure: In an Ace pressure tube, a solution of tert-butyl 3-({(3R,4S)-3-acetamido-3-(tert-butylcarbamoyl)-4-[3-(4,4,5,5-tetramethyl-1,3,2-dioxaborolan-2-yl)propyl]pyrrolidin-1-yl}methyl)-7-chloro-3,4-dihydroisoquinoline-2(1 H)-carboxylate (280 mg, 0.415 mmol) was treated with concentrated HCl (8 mL) and stirred at room temperature. After 10 min the tube was sealed, and the mixture was heated to ˜118° C. for 16 h. After cooling to room temperature, the solution was carefully diluted with water (20 mL) an... Yields the product Cl.Cl.Cl.N[C@]1(CN(C[C@@H]1CCCB(O)O)CC1NCC2=CC(=CC=C2C1)Cl)C(=O)O ((3R,4S)-3-amino-1-[(7-chloro-1,2,3,4-tetrahydroisoquinolin-3-yl)methyl]-4-[3-(dihydroxyboryl)propyl]-pyrrolidine-3-carboxylic acid trihydrochloride). RXN SMILES: C([NH:4][C@:5]1([C:41](=[O:47])NC(C)(C)C)[C@@H:9]([CH2:10][CH2:11][CH2:12][B:13]2[O:17]C(C)(C)C(C)(C)[O:14]2)[CH2:8][N:7]([CH2:22][CH:23]2[CH2:32][C:31]3[C:26](=[CH:27][C:28]([Cl:33])=[CH:29][CH:30]=3)[CH2:25][N:24]2C(OC(C)(C)C)=O)[CH2:6]1)(=O)C.[ClH:48].[OH2:49]>>[ClH:33].[ClH:48].[ClH:33].[NH2:4][C@:5]1([C:41]([OH:49])=[O:47])[C@@H:9]([CH2:10][CH2:11][CH2:12][B:13]([OH:14])[OH:17])[CH2:8][N:7]([CH2:22][CH:23]2[CH2:32][C:31]3[C:26](=[CH:27][C:28]([Cl:33])=[CH:29][CH:30]=3)[CH2:25][NH:24]2)[CH2:6]1 |f:3.4.5.6|. Yields the product ClCC=Cc1cccc(Oc2ccccc2)c1. Reactants: CCOCC, Cl, C=CC(O)c1cccc(Oc2ccccc2)c1, O. RXN SMILES: [CH3:20][CH2:21][O:22][CH2:23][CH3:24].[ClH:18].[O:1]([c:2]1[cH:3][cH:4][cH:5][cH:6][cH:7]1)[c:8]1[cH:9][c:10]([CH:14]([CH:15]=[CH2:16])[OH:17])[cH:11][cH:12][cH:13]1.[OH2:19]>>[O:1]([c:2]1[cH:3][cH:4][cH:5][cH:6][cH:7]1)[c:8]1[cH:9][c:10]([CH:14]=[CH:15][CH2:16][Cl:18])[cH:11][cH:12][cH:13]1. Starting materials: [Si](C)(C)(C(C)(C)C)Cl (tert-butyldimethylsilyl chloride), C(Cl)Cl (methylene chloride), CC1(OC(C(CC#N)O)C(C=C)O1)C (4,5-(dimethylmethylenedioxy)-3-hydroxy-6-heptenenitrile), N1C=NC=C1 (imidazole). Solvent: C(C)OCC (diethyl ether). Reaction conditions: time 16 hour. Product: CC1(OC(C(CC#N)O[Si](C)(C)C(C)(C)C)C(C=C)O1)C (4,5-(dimethylmethylenedioxy)-3-(tert-butyldimethylsilyloxy)6-heptenenitrile). The yield is 78.9%. Reaction SMILES: [Si:1](Cl)([C:4]([CH3:7])([CH3:6])[CH3:5])([CH3:3])[CH3:2].[CH3:9][C:10]1([CH3:22])[O:21][CH:18]([CH:19]=[CH2:20])[CH:12]([CH:13]([OH:17])[CH2:14][C:15]#[N:16])[O:11]1.N1C=CN=C1.C(Cl)Cl>C(OCC)C>[CH3:9][C:10]1([CH3:22])[O:21][CH:18]([CH:19]=[CH2:20])[CH:12]([CH:13]([O:17][Si:1]([C:4]([CH3:7])([CH3:6])[CH3:5])([CH3:3])[CH3:2])[CH2:14][C:15]#[N:16])[O:11]1. Procedure: Two grams of tert-butyldimethylsilyl chloride were gradually added at 0° C. to a solution comprising 2.11 g of 4,5-(dimethylmethylenedioxy)-3-hydroxy-6-heptenenitrile, 2.0 g of imidazole and 50 ml of methylene chloride. After stirring was conducted at room temperature for 16 hours, the reaction mixture was diluted with 300 ml of diethyl ether, and washed with 1N hydrochloric acid, a saturated sodium hydrogen carbonate aqueous solution and a sodium chloride aqueous solution in sequence. The organ...